Dataset: the Open Reaction Database (ORD), a public repository of structured organic reaction records. Task: describe an organic reaction: reactants, conditions, products, and yield The reactants are CC=1C(=NC=C(C1)C)N1CCN(CC1)C(=O)C=1C=NC(=CC1C)F ([4-(3,5-dimethylpyridin-2-yl)piperazin-1-yl](6-fluoro-4-methylpyridin-3-yl)methanone), COC1=CC=C(CN)C=C1 (4-methoxybenzylamine). The solvent is O (water). Conditions: temperature 160 celsius, time 2.5 hour. The product is CC=1C(=NC=C(C1)C)N1CCN(CC1)C(=O)C=1C=NC(=CC1C)NCC1=CC=C(C=C1)OC ([4-(3,5-dimethylpyridin-2-yl)piperazin-1-yl][6-(4-methoxybenzylamino)-4-methylpyridin-3-yl)methanone). Reaction SMILES: [CH3:1][C:2]1[C:3]([N:9]2[CH2:14][CH2:13][N:12]([C:15]([C:17]3[CH:18]=[N:19][C:20](F)=[CH:21][C:22]=3[CH3:23])=[O:16])[CH2:11][CH2:10]2)=[N:4][CH:5]=[C:6]([CH3:8])[CH:7]=1.[CH3:25][O:26][C:27]1[CH:34]=[CH:33][C:30]([CH2:31][NH2:32])=[CH:29][CH:28]=1>O>[CH3:1][C:2]1[C:3]([N:9]2[CH2:14][CH2:13][N:12]([C:15]([C:17]3[CH:18]=[N:19][C:20]([NH:32][CH2:31][C:30]4[CH:33]=[CH:34][C:27]([O:26][CH3:25])=[CH:28][CH:29]=4)=[CH:21][C:22]=3[CH3:23])=[O:16])[CH2:11][CH2:10]2)=[N:4][CH:5]=[C:6]([CH3:8])[CH:7]=1. Reported procedure: To [4-(3,5-dimethylpyridin-2-yl)piperazin-1-yl](6-fluoro-4-methylpyridin-3-yl)methanone (840 mg) described in Preparation Example 146 was added 4-methoxybenzylamine (2 mL), and the mixture was stirred at 160° C. for 2.5 hr. The reaction mixture was cooled, water was added, and the mixture was extracted with chloroform. The organic layer was washed with saturated brine, and the solvent was evaporated. To the obtained residue was added diethyl ether, and the insoluble material was collected by fil... Reactants: C(C(=O)Cl)(=O)Cl (oxalyl chloride), C1(CCCCC1)C=1C=C2CCN(CC2=CC1)S(=O)(=O)CC(C(=O)O)C(C)C (2-(6-Cyclohexyl-3,4-dihydro-1H-isoquinoline-2-sulfonylmethyl)-3-methyl-butyric acid), CN(C=O)C (N,N-dimethylformamide). The reagents and catalysts are ClCCl (dichloromethane). Run in ClCCl (dichloromethane). Run at time 2 hour. The product is C1(CCCCC1)C=1C=C2CCN(CC2=CC1)S(=O)(=O)CC(C(=O)NO)C(C)C (2-(6-Cyclohexyl-3,4-dihydro-1H-isoquinoline-2-sulfonylmethyl)-N-hydroxy-3-methyl-butyramide). The yield is 82.0%. As a reaction SMILES: [CH:1]1([C:7]2[CH:8]=[C:9]3[C:14](=[CH:15][CH:16]=2)[CH2:13][N:12]([S:17]([CH2:20][CH:21]([CH:25]([CH3:27])[CH3:26])C(O)=O)(=[O:19])=[O:18])[CH2:11][CH2:10]3)[CH2:6][CH2:5][CH2:4][CH2:3][CH2:2]1.C(Cl)(=O)C(Cl)=[O:30].C[N:35](C)[CH:36]=[O:37]>ClCCl>[CH:1]1([C:7]2[CH:8]=[C:9]3[C:14](=[CH:15][CH:16]=2)[CH2:13][N:12]([S:17]([CH2:20][CH:21]([CH:25]([CH3:27])[CH3:26])[C:36]([NH:35][OH:30])=[O:37])(=[O:19])=[O:18])[CH2:11][CH2:10]3)[CH2:2][CH2:3][CH2:4][CH2:5][CH2:6]1. Reported procedure: 2-(6-Cyclohexyl-3,4-dihydro-1H-isoquinoline-2-sulfonylmethyl)-3-methyl-butyric acid (143 mg) was dissolved in dichloromethane (15 ml) under a nitrogen atmosphere and oxalyl chloride (0.15 ml) added, followed by a solution of 10% N,N-dimethylformamide in dichloromethane (7 drops). The reaction was stirred at room temperature for 2 h then evaporated under reduced pressure and azeotroped with 1:1 dichloromethane-hexane (2×10 ml). The residue was dried under vacuum then suspended in tetrahydrofuran ... Reactants: C(=O)(Cl)Cl (phosgene), C(C1=CC=CC=C1)N1CC(CC1)OC1=C2CCCC2=CC=C1 (1-benzyl-3-(4-indanyloxy)pyrrolidine). Run in C1=CC=CC=C1 (benzene), C1=CC=CC=C1 (benzene). Reaction conditions: time 18 hour. Yields the product C1CCC2=C(C=CC=C12)OC1CN(CC1)C(=O)Cl (3-[(2,3-Dihydro-1H-inden-4-yl)oxy]-1-pyrrolidinecarbonyl Chloride). Isolated yield 91.0%. Reaction SMILES: [C:1]([Cl:4])(Cl)=[O:2].C([N:12]1[CH2:16][CH2:15][CH:14]([O:17][C:18]2[CH:26]=[CH:25][CH:24]=[C:23]3[C:19]=2[CH2:20][CH2:21][CH2:22]3)[CH2:13]1)C1C=CC=CC=1>C1C=CC=CC=1>[CH2:22]1[C:23]2[C:19](=[C:18]([O:17][CH:14]3[CH2:15][CH2:16][N:12]([C:1]([Cl:4])=[O:2])[CH2:13]3)[CH:26]=[CH:25][CH:24]=2)[CH2:20][CH2:21]1. Reported procedure: To a stirred solution of 6.9 g (0.07 mole) of phosgene in 100 ml of anhydrous benzene under nitrogen gas and cooled at 10° C. was added dropwise a solution of 18.13 g (0.062 mole) of 1-benzyl-3-(4-indanyloxy)pyrrolidine in 50 ml of dry benzene. After stirring for 18 hr, the slightly turbid reaction mixture was filtered through celite. The filtrate was washed with 50 ml of ice-water, dried over magnesium sulfate and concentrated on a rotary evaporator. The solid residue was triturated with boilin... The reactants are [Si](C)(C)(C(C)(C)C)OC(C#C)CCCCC (3-(tert-butyldimethylsilyloxy)-1-octyne), C(CCC)[SnH](CCCC)CCCC (tributyltin hydride). Yields the product [Si](C)(C)(C(C)(C)C)OC(/C=C/[Sn](CCCC)(CCCC)CCCC)CCCCC (trans-3-tert-Butyldimethylsilyloxy-1-tributylstannyl-1-octene). RXN SMILES: [Si:1]([O:8][CH:9]([CH2:12][CH2:13][CH2:14][CH2:15][CH3:16])[C:10]#[CH:11])([C:4]([CH3:7])([CH3:6])[CH3:5])([CH3:3])[CH3:2].[CH2:17]([SnH:21]([CH2:26][CH2:27][CH2:28][CH3:29])[CH2:22][CH2:23][CH2:24][CH3:25])[CH2:18][CH2:19][CH3:20]>>[Si:1]([O:8][CH:9]([CH2:12][CH2:13][CH2:14][CH2:15][CH3:16])/[CH:10]=[CH:11]/[Sn:21]([CH2:22][CH2:23][CH2:24][CH3:25])([CH2:26][CH2:27][CH2:28][CH3:29])[CH2:17][CH2:18][CH2:19][CH3:20])([C:4]([CH3:5])([CH3:6])[CH3:7])([CH3:3])[CH3:2]. Procedure details: Irradiation of 3-(tert-butyldimethylsilyloxy)-1-octyne (48, 2.05 g, 8.53 mmol) and tributyltin hydride (2.30 mL, 8.53 mmol) under the conditions described above yielded 50: 1H NMR (CDCl3) δ 6.04 (d, J=19.0 Hz, 1H), 5.93 (dd, J1 =19.0 Hz, J2 =5.2 Hz, 1H), 4.04 (dd, J1 =6.1 Hz, J2 =5.6 Hz, 1H), 1.52, 1.34 (2m, 26H), 0.94 (m, 21H), 0.07 (s, 3H), 0.05 (s, 3H). 1H NMR analysis revealed that 50 was only 85% pure and presumably contained the same isomeric impurities as did 49. Reactants: C1(=CC=CC=C1)C(CC(CC)=O)=O ((phenyl)-1,3-pentanedione), CC1=CC=C(C=C1)C(C)=O (4′-methylacetophenone). Run in CCOC(=O)C (EtOAc). The product is CC1=CC=C(C=C1)C(CC(C)=O)=O (1-(4-methylphenyl)-1,3-butanedione). RXN SMILES: [C:1]1([C:7](=[O:13])[CH2:8][C:9](=[O:12])[CH2:10]C)[CH:6]=[CH:5][CH:4]=[CH:3][CH:2]=1.[CH3:14]C1C=CC(C(=O)C)=CC=1>CCOC(C)=O>[CH3:14][C:4]1[CH:3]=[CH:2][C:1]([C:7](=[O:13])[CH2:8][C:9](=[O:12])[CH3:10])=[CH:6][CH:5]=1. Procedure details: The title compound was prepared (as described above for Intermediate 16) from 2.0 g of 4′-methylacetophenone and 2.9 mL of EtOAc to yield 1.68 grams of Intermediate 27: TLC analysis: Rf=0.61 (5/1, hexanes/EtOAc), 1H NMR (400 MHz, CDCl3, enol form) δ7.72 (d, 2H, J=8.2), 7.24 (d, 2H, J=7.4), 6.15 (s, 1H), 2.4 (s, 3H), 2.2 (s, 3H). Starting materials: [Pb]=O (lead monoxide), C(C)(=O)[O-].[NH4+] (ammonium acetate). Yields the product C(C)(=O)[O-].[Pb+2].C(C)(=O)[O-] (lead acetate). RXN SMILES: [Pb:1]=O.[C:3]([O-:6])(=[O:5])[CH3:4].[NH4+]>>[C:3]([O-:6])(=[O:5])[CH3:4].[Pb+2:1].[C:3]([O-:6])(=[O:5])[CH3:4] |f:1.2,3.4.5|. Procedure: After the calcination step 15, the impure lead monoxide and other impurities are subjected to an acid ammonium acetate leach at 21 to form a solution of lead acetate and an insoluble residue. The lead acetate solution is separated from the solids at 22. The solids, comprising an antimonial lead gangue is removed at 23 for smelting. The lead acetate solution is treated with ammonium hydroxide at 24 to precipitate lead hydroxide with the concurrent formation of an ammonium acetate solution. After ... Reactants: COC(NC(C(C)C)C(=O)N1C(CCC1)C=1NC(=CN1)C1=CC2=CC=C(C=C2C=C1)C1=CC=C(C=C1)C=1NC(=NC1)C1N(CCC1)C(C(NC(CC1CCOCC1)=O)C1=CC=CC=C1)=O)=O ({2-Methyl-1-[2-(5-{6-[4-(2-{1-[2-phenyl-2-(2-tetrahydro-pyran-4-yl-acetylamino)-acetyl]-pyrrolidin-2-yl}-3H-imidazol-4-yl)-phenyl]-naphthalen-2-yl}-1H-imidazol-2-yl)-pyrrolidine-1-carbonyl]-propyl}-carbamic acid methyl ester), COC(NC(C(C)C)C(=O)N1C(CCC1)C1=NC2=C(N1)C1=CC=C(C=C1CC2)C2=CC1=CC=C(C=C1C=C2)C=2NC(=NC2)C2N(CCC2)C(C(C2=CC=CC=C2)N)=O)=O ((1-{2-[7-(6-{2-[1-(2-Amino-2-phenyl-acetyl)-pyrrolidin-2-yl]-3H-imidazol-4-yl}-naphthalen-2-yl)-4,5-dihydro-1H-naphtho[1,2-d]imidazol-2-yl]-pyrrolidine-1-carbonyl}-2-methyl-propyl)-carbamic acid methyl ester). Yields the product COC(NC(C(C)C)C(=O)N1C(CCC1)C1=NC2=C(N1)C1=CC=C(C=C1CC2)C2=CC1=CC=C(C=C1C=C2)C=2NC(=NC2)C2N(CCC2)C(C(NC(CC2CCOCC2)=O)C2=CC=CC=C2)=O)=O ([2-Methyl-1-(2-{7-[6-(2-{1-[2-phenyl-2-(2-tetrahydro-pyran-4-yl-acetylamino)-acetyl]-pyrrolidin-2-yl}-3H-imidazol-4-yl)-naphthalen-2-yl]-4,5-dihydro-1H-naphtho[1,2-d]imidazol-2-yl}-pyrrolidine-1-carbonyl)-propyl]-carbamic acid methyl ester). Yield: 15.0%. RXN SMILES: COC(=O)NC(C(N1CCCC1C1NC(C2C=CC3C(=CC=C(C4C=CC([C:37]5[NH:38][C:39]([CH:42]6[CH2:46][CH2:45][CH2:44][N:43]6[C:47](=[O:65])[CH:48]([C:59]6[CH:64]=[CH:63][CH:62]=[CH:61][CH:60]=6)[NH:49][C:50](=[O:58])[CH2:51][CH:52]6[CH2:57][CH2:56][O:55][CH2:54][CH2:53]6)=[N:40][CH:41]=5)=CC=4)C=3)C=2)=CN=1)=O)C(C)C.[CH3:67][O:68][C:69](=[O:125])[NH:70][CH:71]([C:75]([N:77]1[CH2:81][CH2:80][CH2:79][CH:78]1[C:82]1[NH:86][C:85]2[C:87]3[C:92]([CH2:93][CH2:94][C:84]=2[N:83]=1)=[CH:91][C:90]([C:95]1[CH:104]=[CH:103][C:102]2[C:97](=[CH:98][CH:99]=[C:100](C4NC(C5CCCN5C(=O)C(N)C5C=CC=CC=5)=NC=4)[CH:101]=2)[CH:96]=1)=[CH:89][CH:88]=3)=[O:76])[CH:72]([CH3:74])[CH3:73]>>[CH3:67][O:68][C:69](=[O:125])[NH:70][CH:71]([C:75]([N:77]1[CH2:81][CH2:80][CH2:79][CH:78]1[C:82]1[NH:86][C:85]2[C:87]3[C:92]([CH2:93][CH2:94][C:84]=2[N:83]=1)=[CH:91][C:90]([C:95]1[CH:104]=[CH:103][C:102]2[C:97](=[CH:98][CH:99]=[C:100]([C:37]4[NH:38][C:39]([CH:42]5[CH2:46][CH2:45][CH2:44][N:43]5[C:47](=[O:65])[CH:48]([C:59]5[CH:60]=[CH:61][CH:62]=[CH:63][CH:64]=5)[NH:49][C:50](=[O:58])[CH2:51][CH:52]5[CH2:57][CH2:56][O:55][CH2:54][CH2:53]5)=[N:40][CH:41]=4)[CH:101]=2)[CH:96]=1)=[CH:89][CH:88]=3)=[O:76])[CH:72]([CH3:74])[CH3:73]. Reported procedure: This compound was prepared using the same procedure used to make {2-Methyl-1-[2-(5-{6-[4-(2-{1-[2-phenyl-2-(2-tetrahydro-pyran-4-yl-acetylamino)-acetyl]-pyrrolidin-2-yl}-3H-imidazol-4-yl)-phenyl]-naphthalen-2-yl}-1H-imidazol-2-yl)-pyrrolidine-1-carbonyl]-propyl}-carbamic acid methyl ester using (1-{2-[7-(6-{2-[1-(2-Amino-2-phenyl-acetyl)-pyrrolidin-2-yl]-3H-imidazol-4-yl}-naphthalen-2-yl)-4,5-dihydro-1H-naphtho[1,2-d]imidazol-2-yl]-pyrrolidine-1-carbonyl}-2-methyl-propyl)-carbamic acid methyl es... The product is CCCCCCCCCCOc1cc(CN=[N+]=[N-])cc(OCCCCCCCCCC)c1. The reactants are CCCCCCCCCCOc1cc(CCl)cc(OCCCCCCCCCC)c1, [N-]=[N+]=[N-], [Na+], CN(C)C=O. RXN SMILES: [CH2:1]([CH2:2][CH2:3][CH2:4][CH2:5][CH2:6][CH2:7][CH2:8][CH2:9][CH3:10])[O:11][c:12]1[cH:13][c:14]([CH2:15][Cl:16])[cH:17][c:18]([O:20][CH2:21][CH2:22][CH2:23][CH2:24][CH2:25][CH2:26][CH2:27][CH2:28][CH2:29][CH3:30])[cH:19]1.[N-:32]=[N+:33]=[N-:34].[Na+:31].[O:35]=[CH:36][N:37]([CH3:38])[CH3:39]>>[CH2:1]([CH2:2][CH2:3][CH2:4][CH2:5][CH2:6][CH2:7][CH2:8][CH2:9][CH3:10])[O:11][c:12]1[cH:13][c:14]([CH2:15][N:32]=[N+:33]=[N-:34])[cH:17][c:18]([O:20][CH2:21][CH2:22][CH2:23][CH2:24][CH2:25][CH2:26][CH2:27][CH2:28][CH2:29][CH3:30])[cH:19]1. Starting materials: CC(C)c1cnn(-c2c(Cl)cccc2Cl)c1CO, ClCCl, O, BrP(Br)Br. The product is CC(C)c1cnn(-c2c(Cl)cccc2Cl)c1CBr. As a reaction SMILES: [Cl:1][c:2]1[c:3](-[n:9]2[n:10][cH:11][c:12]([CH:16]([CH3:17])[CH3:18])[c:13]2[CH2:14][OH:15])[c:4]([Cl:8])[cH:5][cH:6][cH:7]1.[Cl:23][CH2:24][Cl:25].[OH2:26].[P:19]([Br:20])([Br:21])[Br:22]>>[Cl:1][c:2]1[c:3](-[n:9]2[n:10][cH:11][c:12]([CH:16]([CH3:17])[CH3:18])[c:13]2[CH2:14][Br:20])[c:4]([Cl:8])[cH:5][cH:6][cH:7]1. As a reaction SMILES: [CH2:40]1[O:41][CH2:42][CH2:43][CH2:44]1.[CH3:1][O:2][CH2:3][CH2:4][NH:5][CH3:6].[Cl:7][CH2:8][c:9]1[cH:10][cH:11][c:12]([C:13](=[O:14])[NH:15][c:16]2[s:17][c:18]3[c:19]([n:20]2)[c:21]([O:36][CH3:37])[cH:22][cH:23][c:24]3-[c:25]2[n:26][c:27]([N:30]3[CH2:31][CH2:32][O:33][CH2:34][CH2:35]3)[s:28][cH:29]2)[cH:38][cH:39]1>>[CH3:1][O:2][CH2:3][CH2:4][N:5]([CH3:6])[CH2:8][c:9]1[cH:10][cH:11][c:12]([C:13](=[O:14])[NH:15][c:16]2[s:17][c:18]3[c:19]([n:20]2)[c:21]([O:36][CH3:37])[cH:22][cH:23][c:24]3-[c:25]2[n:26][c:27]([N:30]3[CH2:31][CH2:32][O:33][CH2:34][CH2:35]3)[s:28][cH:29]2)[cH:38][cH:39]1. Yields the product COCCN(C)Cc1ccc(C(=O)Nc2nc3c(OC)ccc(-c4csc(N5CCOCC5)n4)c3s2)cc1. The reactants are C1CCOC1, CNCCOC, COc1ccc(-c2csc(N3CCOCC3)n2)c2sc(NC(=O)c3ccc(CCl)cc3)nc12.